Dataset: the Open Reaction Database (ORD), a public repository of structured organic reaction records. Task: describe an organic reaction: reactants, conditions, products, and yield Reactants: [Cl-].[NH4+] (ammonium chloride), O1C(OCC1)C1(NC=CC=C1)C#N (2-[1,3]dioxolan-2-yl-pyridine-2-carbonitrile), O1CCCC1 (tetrahydrofuran), solution, C[Mg]Br (methylmagnesium bromide). Run in C(C)OCC (diethyl ether). Reaction conditions: temperature -10 celsius, time 3 hour. Yields the product O1C(OCC1)C1=CC=CC(=N1)C(C)=O (1-(6-[1,3]dioxolan-2-yl-pyridine-2-yl)-ethanone). Isolated yield 83.0%. Reaction SMILES: [O:1]1[CH2:5][CH2:4][O:3][CH:2]1[C:6]1(C#N)[CH:11]=[CH:10][CH:9]=[CH:8][NH:7]1.C[Mg]Br.[Cl-].[NH4+].[O:19]1CC[CH2:21][CH2:20]1>C(OCC)C>[O:3]1[CH2:4][CH2:5][O:1][CH:2]1[C:6]1[N:7]=[C:8]([C:20](=[O:19])[CH3:21])[CH:9]=[CH:10][CH:11]=1 |f:2.3|. Procedure details: 0.88 g of 2-[1,3]dioxolan-2-yl-pyridine-2-carbonitrile (4.99 mmol) is dissolved in 10 ml of tetrahydrofuran. 3.50 ml of a 3M solution of methylmagnesium bromide in diethyl ether are introduced dropwise into the solution cooled to -10° C. The reaction mixture is stirred for 3 hours at room temperature under a nitrogen atmosphere. The mixture is poured into a saturated aqueous solution of ammonium chloride, the mixture is extracted with ethyl acetate, the organic phase is washed with a saturated a... Starting materials: CCOC(=O)C(Cc1ccc(O)cc1)OCC, CS(=O)(=O)Oc1ccccc1CCCCCS(=O)(=O)[O-]. The product is CCOC(=O)C(Cc1ccc(OCCCCc2ccccc2OS(C)(=O)=O)cc1)OCC. As a reaction SMILES: [CH2:1]([CH3:2])[O:3][C:4]([CH:5]([CH2:6][c:7]1[cH:8][cH:9][c:10]([OH:13])[cH:11][cH:12]1)[O:14][CH2:15][CH3:16])=[O:17].[CH3:18][S:19](=[O:20])(=[O:21])[O:22][c:23]1[c:24]([CH2:29][CH2:30][CH2:31][CH2:32][CH2:33][S:34]([O-:35])(=[O:36])=[O:37])[cH:25][cH:26][cH:27][cH:28]1>>[CH2:1]([CH3:2])[O:3][C:4]([CH:5]([CH2:6][c:7]1[cH:8][cH:9][c:10]([O:13][CH2:32][CH2:31][CH2:30][CH2:29][c:24]2[c:23]([O:22][S:19]([CH3:18])(=[O:20])=[O:21])[cH:28][cH:27][cH:26][cH:25]2)[cH:11][cH:12]1)[O:14][CH2:15][CH3:16])=[O:17].